Dataset: the Open Reaction Database (ORD), a public repository of structured organic reaction records. Task: describe an organic reaction: reactants, conditions, products, and yield The reactants are FC=1C=C(C=O)C=CC1OC (3-fluoro-4-methoxybenzaldehyde), ice water, CS(=O)C (DMSO), [H-].[Na+] (NaH), [I-].C[S+](C)C (Trimethylsulfonium iodide). Run in C1CCOC1 (THF), C1CCOC1 (THF). Run at temperature 65 celsius, time 10 minute. The product is FC=1C=C(C=CC1OC)C1OC1 (2-(3-fluoro-4-methoxyphenyl)oxirane). As a reaction SMILES: CS(C)=O.[H-].[Na+].[I-].[CH3:8][S+](C)C.[F:12][C:13]1[CH:14]=[C:15]([CH:18]=[CH:19][C:20]=1[O:21][CH3:22])[CH:16]=[O:17]>C1COCC1>[F:12][C:13]1[CH:14]=[C:15]([CH:16]2[CH2:8][O:17]2)[CH:18]=[CH:19][C:20]=1[O:21][CH3:22] |f:1.2,3.4|. Procedure details: The title compound was prepared by following general procedure 3. DMSO was added to NaH (1 equiv.) and heated to 65° C. for 1 h. THF was added at the same temperature and heated for another 10 min. After 10 min., the reaction mixture was cooled to 0° C. Trimethylsulfonium iodide (1 equiv.) was added and stirred for 10 min. after which the solution of 3-fluoro-4-methoxybenzaldehyde (1 equiv.) in THF was added dropwise. After complete addition, the reaction mixture was stirred at RT for 2 h. The p... Starting materials: C(C=C)OC1=C2CCCCC2=C(C=2OC(=CC(C21)=O)C(=O)O)CCC (5-Allyloxy-6,7,8,9-tetrahydro-4-oxo-10-propyl-4H-naphtho[2,3-b]pyran-2-carboxylic acid). Reagents/catalysts: [Pd] (palladium on charcoal). Run in C(C)O (ethanol). Product: O=C1C2=C(OC(=C1)C(=O)O)C(=C1CCCCC1=C2OCCC)CCC (6,7,8,9-Tetrahydro-4-oxo-5-propoxy-10-propyl-4H-naphtho[2,3-b]pyran-2-carboxylic acid). Reaction SMILES: [CH2:1]([O:4][C:5]1[C:18]2[C:17](=[O:19])[CH:16]=[C:15]([C:20]([OH:22])=[O:21])[O:14][C:13]=2[C:12]([CH2:23][CH2:24][CH3:25])=[C:11]2[C:6]=1[CH2:7][CH2:8][CH2:9][CH2:10]2)[CH:2]=[CH2:3]>C(O)C.[Pd]>[O:19]=[C:17]1[CH:16]=[C:15]([C:20]([OH:22])=[O:21])[O:14][C:13]2[C:12]([CH2:23][CH2:24][CH3:25])=[C:11]3[C:6](=[C:5]([O:4][CH2:1][CH2:2][CH3:3])[C:18]1=2)[CH2:7][CH2:8][CH2:9][CH2:10]3. Reported procedure: A solution of the product of Example 23 (1.4 g) in ethanol (25 ml) was treated with a 5% palladium on charcoal catalyst (50 mg) and hydrogenated at 45 psi/room temperature for 5 hours. Catalyst was filtered off and the ethanolic filtrate was evaporated to low bulk, treated with sodium bicarbonate (0.8 g) and water (30 ml), and heated under reflux for 1 hour. The solution was evaporated, diluted with water and filtered and the filtrate was acidified. The precipitated acid was filtered off, washed... Reactants: Cc1ccc(C(=O)N2CCc3ccc(C(=O)NOC4CCCCO4)cc3C2)cc1, CO, Cl. Yields the product Cc1ccc(C(=O)N2CCc3ccc(C(=O)NO)cc3C2)cc1. RXN SMILES: [CH3:1][c:2]1[cH:3][cH:4][c:5]([C:6](=[O:7])[N:8]2[CH2:9][c:10]3[cH:11][c:12]([C:18](=[O:19])[NH:20][O:21][CH:22]4[CH2:23][CH2:24][CH2:25][CH2:26][O:27]4)[cH:13][cH:14][c:15]3[CH2:16][CH2:17]2)[cH:28][cH:29]1.[CH3:30][OH:31].[ClH:32]>>[CH3:1][c:2]1[cH:3][cH:4][c:5]([C:6](=[O:7])[N:8]2[CH2:9][c:10]3[cH:11][c:12]([C:18](=[O:19])[NH:20][OH:21])[cH:13][cH:14][c:15]3[CH2:16][CH2:17]2)[cH:28][cH:29]1. Starting materials: BrC=1C=CC(=C(C1)CC(=O)OC)OCC1=CC=C(C=C1)OCC=1N=C(OC1C)C1=CC=CC=C1 (Methyl 2-[5-bromo-2-[4-[(5-methyl-2-phenyl-4-oxazolyl)methoxy]benzyloxy]phenyl]acetate), C[Sn](C)(C)C (tetramethyltin). The reagents and catalysts are C=1C=CC(=CC1)[P](C=2C=CC=CC2)(C=3C=CC=CC3)[Pd]([P](C=4C=CC=CC4)(C=5C=CC=CC5)C=6C=CC=CC6)([P](C=7C=CC=CC7)(C=8C=CC=CC8)C=9C=CC=CC9)[P](C=1C=CC=CC1)(C=1C=CC=CC1)C=1C=CC=CC1 (tetrakis(triphenylphosphine)palladium). The solvent is C1(=CC=CC=C1)C (toluene). The product is CC=1C=CC(=C(C1)CC(=O)OC)OCC1=CC=C(C=C1)OCC=1N=C(OC1C)C1=CC=CC=C1 (methyl 2-[5-methyl-2-[4-[(5-methyl-2-phenyl-4-oxazolyl)methoxy]benzyloxy]phenyl]acetate). The yield is 32.0%. As a reaction SMILES: Br[C:2]1[CH:3]=[CH:4][C:5]([O:13][CH2:14][C:15]2[CH:20]=[CH:19][C:18]([O:21][CH2:22][C:23]3[N:24]=[C:25]([C:29]4[CH:34]=[CH:33][CH:32]=[CH:31][CH:30]=4)[O:26][C:27]=3[CH3:28])=[CH:17][CH:16]=2)=[C:6]([CH2:8][C:9]([O:11][CH3:12])=[O:10])[CH:7]=1.[CH3:35][Sn](C)(C)C>C1C=CC([P]([Pd]([P](C2C=CC=CC=2)(C2C=CC=CC=2)C2C=CC=CC=2)([P](C2C=CC=CC=2)(C2C=CC=CC=2)C2C=CC=CC=2)[P](C2C=CC=CC=2)(C2C=CC=CC=2)C2C=CC=CC=2)(C2C=CC=CC=2)C2C=CC=CC=2)=CC=1.C1(C)C=CC=CC=1>[CH3:35][C:2]1[CH:3]=[CH:4][C:5]([O:13][CH2:14][C:15]2[CH:16]=[CH:17][C:18]([O:21][CH2:22][C:23]3[N:24]=[C:25]([C:29]4[CH:30]=[CH:31][CH:32]=[CH:33][CH:34]=4)[O:26][C:27]=3[CH3:28])=[CH:19][CH:20]=2)=[C:6]([CH2:8][C:9]([O:11][CH3:12])=[O:10])[CH:7]=1 |^1:43,45,64,83|. Procedure details: Methyl 2-[5-bromo-2-[4-[(5-methyl-2-phenyl-4-oxazolyl)methoxy]benzyloxy]phenyl]acetate (1.00 g), tetramethyltin (0.73 g), tetrakis(triphenylphosphine)palladium (0.11 g) and toluene (50 mL) were stirred with heating under reflux under an argon atmosphere for 40 hrs. The reaction mixture was concentrated and the residue was subjected to silica gel column chromatography to give crystals (0.28 g, 32%) of methyl 2-[5-methyl-2-[4-[(5-methyl-2-phenyl-4-oxazolyl)methoxy]benzyloxy]phenyl]acetate from a f... Starting materials: C=O, O=CO, OC1(c2cccc(Cl)c2F)CCNC1. Product: CN1CCC(O)(c2cccc(Cl)c2F)C1. As a reaction SMILES: [CH2:15]=[O:16].[CH:17]([OH:18])=[O:19].[Cl:1][c:2]1[c:3]([F:14])[c:4]([C:8]2([OH:13])[CH2:9][NH:10][CH2:11][CH2:12]2)[cH:5][cH:6][cH:7]1>>[Cl:1][c:2]1[c:3]([F:14])[c:4]([C:8]2([OH:13])[CH2:9][N:10]([CH3:15])[CH2:11][CH2:12]2)[cH:5][cH:6][cH:7]1. Reactants: ice, BrC1=NC=C(C(=C1)CC)[N+](=O)[O-] (2-bromo-4-ethyl-5-nitro-pyridine), CS(=O)[O-].[Na+] (sodium methanesulfinate), ice water. Run in CS(=O)C (DMSO). Reaction conditions: time 1.5 hour. Product: C(C)C1=CC(=NC=C1[N+](=O)[O-])S(=O)(=O)C (4-ethyl-2-methylsulfonyl-5-nitro-pyridine). As a reaction SMILES: Br[C:2]1[CH:7]=[C:6]([CH2:8][CH3:9])[C:5]([N+:10]([O-:12])=[O:11])=[CH:4][N:3]=1.[CH3:13][S:14]([O-:16])=[O:15].[Na+]>CS(C)=O>[CH2:8]([C:6]1[C:5]([N+:10]([O-:12])=[O:11])=[CH:4][N:3]=[C:2]([S:14]([CH3:13])(=[O:16])=[O:15])[CH:7]=1)[CH3:9] |f:1.2|. Procedure details: A mixture of 2-bromo-4-ethyl-5-nitro-pyridine (4.35 mmol) and sodium methanesulfinate (4.35 mmol) in DMSO (10 mL) was stirred at room temperature for 1.5 h. The mixture was poured into ice-water and stirred until the ice had melted. The mixture was filtered and the solid (the desired product) was collected. The reactants are C, CO, CS(=O)(=O)Nc1ccccc1CC#N, [Pd]. The product is CS(=O)(=O)Nc1ccccc1CCN. As a reaction SMILES: [C:15].[CH3:17][OH:18].[CH3:1][S:2](=[O:3])(=[O:4])[NH:5][c:6]1[c:7]([CH2:12][C:13]#[N:14])[cH:8][cH:9][cH:10][cH:11]1.[Pd:16]>>[CH3:1][S:2](=[O:3])(=[O:4])[NH:5][c:6]1[c:7]([CH2:12][CH2:13][NH2:14])[cH:8][cH:9][cH:10][cH:11]1. The reactants are CCCC(=O)Nc1nn(COCC[Si](C)(C)C)c2cc(Br)ccc12, OB(O)c1ccccc1Cl, [Na+], [Na+], O=C([O-])[O-], C1COCCO1, O, c1ccc(P(c2ccccc2)(c2ccccc2)[Pd](P(c2ccccc2)(c2ccccc2)c2ccccc2)(P(c2ccccc2)(c2ccccc2)c2ccccc2)P(c2ccccc2)(c2ccccc2)c2ccccc2)cc1. The product is CCCC(=O)Nc1nn(COCC[Si](C)(C)C)c2cc(-c3ccccc3Cl)ccc12. Reaction SMILES: [Br:18][c:19]1[cH:20][cH:21][c:22]2[c:23]([NH:36][C:37]([CH2:38][CH2:39][CH3:40])=[O:41])[n:24][n:25]([CH2:28][O:29][CH2:30][CH2:31][Si:32]([CH3:33])([CH3:34])[CH3:35])[c:26]2[cH:27]1.[Cl:1][c:2]1[c:3]([B:8]([OH:9])[OH:10])[cH:4][cH:5][cH:6][cH:7]1.[Na+:12].[Na+:13].[O-:14][C:15](=[O:16])[O-:17].[O:119]1[CH2:120][CH2:121][O:122][CH2:123][CH2:124]1.[OH2:11].[cH:42]1[cH:43][cH:44][c:45]([P:46]([Pd:47]([P:48]([c:49]2[cH:50][cH:51][cH:52][cH:53][cH:54]2)([c:55]2[cH:56][cH:57][cH:58][cH:59][cH:60]2)[c:61]2[cH:62][cH:63][cH:64][cH:65][cH:66]2)([P:67]([c:68]2[cH:69][cH:70][cH:71][cH:72][cH:73]2)([c:74]2[cH:75][cH:76][cH:77][cH:78][cH:79]2)[c:80]2[cH:81][cH:82][cH:83][cH:84][cH:85]2)[P:86]([c:87]2[cH:88][cH:89][cH:90][cH:91][cH:92]2)([c:93]2[cH:94][cH:95][cH:96][cH:97][cH:98]2)[c:99]2[cH:100][cH:101][cH:102][cH:103][cH:104]2)([c:105]2[cH:106][cH:107][cH:108][cH:109][cH:110]2)[c:111]2[cH:112][cH:113][cH:114][cH:115][cH:116]2)[cH:117][cH:118]1>>[Cl:1][c:2]1[c:3](-[c:19]2[cH:20][cH:21][c:22]3[c:23]([NH:36][C:37]([CH2:38][CH2:39][CH3:40])=[O:41])[n:24][n:25]([CH2:28][O:29][CH2:30][CH2:31][Si:32]([CH3:33])([CH3:34])[CH3:35])[c:26]3[cH:27]2)[cH:4][cH:5][cH:6][cH:7]1.